From a dataset of the Open Reaction Database (ORD), a public repository of structured organic reaction records. describe an organic reaction: reactants, conditions, products, and yield The reactants are C1(=CC=CC=C1)C1CN(CC1)C(=O)C=1C=NOC1C1=CC=C(C=C1)I (4-[(3-phenylpyrrolidin-1-yl)carbonyl]-5-(4-iodophenyl)isoxazole), CC1(OB(OC1(C)C)C=C)C (4,4,5,5-tetramethyl-2-vinyl-1,3,2-dioxaborolane), C([O-])(O)=O.[Na+] (sodium bicarbonate). Reagents/catalysts: C=1C=CC(=CC1)/C=C/C(=O)/C=C/C2=CC=CC=C2.C=1C=CC(=CC1)/C=C/C(=O)/C=C/C2=CC=CC=C2.C=1C=CC(=CC1)/C=C/C(=O)/C=C/C2=CC=CC=C2.[Pd].[Pd] (tris(dibenzylideneacetone)dipalladium(0)). Solvent: COCCOC.O (1,2-dimethoxyethane water). Reaction conditions: temperature 60 celsius, time 1 hour. Product: C1(=CC=CC=C1)C1CN(CC1)C(=O)C=1C=NOC1C1=CC=C(C=C1)C=C (4-[(3-Phenylpyrrolidin-1-yl)carbonyl]-5-(4-vinylphenyl)isoxazole). Yield: 66.0%. As a reaction SMILES: [C:1]1([CH:7]2[CH2:11][CH2:10][N:9]([C:12]([C:14]3[CH:15]=[N:16][O:17][C:18]=3[C:19]3[CH:24]=[CH:23][C:22](I)=[CH:21][CH:20]=3)=[O:13])[CH2:8]2)[CH:6]=[CH:5][CH:4]=[CH:3][CH:2]=1.[CH3:26][C:27]1(C)C(C)(C)OB(C=C)O1.C(=O)(O)[O-].[Na+]>COCCOC.O.C1C=CC(/C=C/C(/C=C/C2C=CC=CC=2)=O)=CC=1.C1C=CC(/C=C/C(/C=C/C2C=CC=CC=2)=O)=CC=1.C1C=CC(/C=C/C(/C=C/C2C=CC=CC=2)=O)=CC=1.[Pd].[Pd]>[C:1]1([CH:7]2[CH2:11][CH2:10][N:9]([C:12]([C:14]3[CH:15]=[N:16][O:17][C:18]=3[C:19]3[CH:24]=[CH:23][C:22]([CH:26]=[CH2:27])=[CH:21][CH:20]=3)=[O:13])[CH2:8]2)[CH:6]=[CH:5][CH:4]=[CH:3][CH:2]=1 |f:2.3,4.5,6.7.8.9.10|. Procedure: A mixture of 4-[(3-phenylpyrrolidin-1-yl)carbonyl]-5-(4-iodophenyl)isoxazole (50 mg, 0.11 mmol), 4,4,5,5-tetramethyl-2-vinyl-1,3,2-dioxaborolane (50 μL, 0.78 mmol), sodium bicarbonate (20 mg, 0.23 mmol), tris(dibenzylideneacetone)dipalladium(0) (Pd2(dba)3) (2 mg, 0.002 mmol) in 1,2-dimethoxyethane/water (5 mL) was stirred at 60° C. for 1 h. The residue was purified on SiO2 (2:1 hexane/ethyl acetate) to afford the title compound (25 mg). HRMS (ESI, pos. ion) m/z calcd for C22H20N2O2: 344.1525, fo... The reactants are COC(C(C1=CC(=C(C(=C1)Cl)OCCOC1=CC2=CC=CC=C2C=C1)Cl)=O)=O (3,5-dichloro-4-[2-(2-naphthalenyloxy)ethoxy]-alpha-oxobenzeneacetic acid methyl ester), [OH-].[Na+] (sodium hydroxide). Run in CO (methanol), O1CCCC1 (tetrahydrofuran), O (water). Yields the product ClC=1C=C(C=C(C1OCCOC1=CC2=CC=CC=C2C=C1)Cl)C(C(=O)O)=O (3,5-dichloro-4-[2-(2-naphthalenyloxy)ethoxy]-alpha-oxobenzeneacetic acid). The yield is 99.2%. RXN SMILES: C[O:2][C:3](=[O:28])[C:4](=[O:27])[C:5]1[CH:10]=[C:9]([Cl:11])[C:8]([O:12][CH2:13][CH2:14][O:15][C:16]2[CH:25]=[CH:24][C:23]3[C:18](=[CH:19][CH:20]=[CH:21][CH:22]=3)[CH:17]=2)=[C:7]([Cl:26])[CH:6]=1.[OH-].[Na+]>CO.O1CCCC1.O>[Cl:11][C:9]1[CH:10]=[C:5]([C:4](=[O:27])[C:3]([OH:28])=[O:2])[CH:6]=[C:7]([Cl:26])[C:8]=1[O:12][CH2:13][CH2:14][O:15][C:16]1[CH:25]=[CH:24][C:23]2[C:18](=[CH:19][CH:20]=[CH:21][CH:22]=2)[CH:17]=1 |f:1.2|. Reported procedure: A solution of 3,5-dichloro-4-[2-(2-naphthalenyloxy)ethoxy]-alpha-oxobenzeneacetic acid methyl ester (0.6 g) in warm methanol (10 mL) and tetrahydrofuran (10 mL) was treated with 1N sodium hydroxide (2 mL) and after 10 minutes the mixture was diluted with water and concentrated to remove the organic solvents. The residue was acidified with excess hydrochloric acid and extracted with dichloromethane containing a little tetrahydrofuran. The organic layer was washed with water, dried (Na2SO4), filte... The reactants are acenaphthylene heptacarbonyl ruthenium, [SiH4] (silane), C(=C)OC(C)(C)C (tert-butyl vinyl ether), C(=C)OC=C (vinyl ether), C(C)(C)(C)OC(C)(C)C (tert-butyl ether), resultant solution, ( V ), C[SiH](C1=CC=CC=C1)C (dimethylphenylsilane). Solvent: O1CCOCC1 (1,4-dioxane). Conditions: temperature 25 celsius. Yields the product C(CCC)OCCCC (Butyl Ether). RXN SMILES: C[SiH](C)[C:3]1[CH:8]=[CH:7][CH:6]=CC=1.[SiH4].C(O[C:14]([CH3:17])([CH3:16])C)=C.[CH:18]([O:20]C=C)=C.C(OC(C)(C)C)(C)(C)C>O1CCOCC1>[CH2:18]([O:20][CH2:6][CH2:7][CH2:8][CH3:3])[CH2:17][CH2:14][CH3:16]. Procedure details: Into a 30 ml round-bottom flask with two necks equipped with a three-way cock, in which the air had been replaced with nitrogen gas, there were added 2.15 mg (3.3×10−3 mmol) of acenaphthylene heptacarbonyl ruthenium (the polynuclear ruthenium-carbonyl complex as expressed by the formula (V): hereinafter sometimes referred to simply as the “Ru complex”) as the catalyst, 0.05 ml of 1,4-dioxane as the solvent, and 0.050 ml (0.33 mmol) of dimethylphenylsilane (HSiMe2Ph) as the silane compound. After... Starting materials: BrC1=CC=C(C=C1)C=1N=C(N=NC1C1=CC=C(C=C1)Br)C1=CC=NC=C1 (5,6-bis(4-bromophenyl)-3-(4-pyridyl)-1,2,4-triazine), C1(=CC=C(C=C1)C)C (para-xylene), C12C=CC(C=C1)C2 (2,5-Norbornadiene), O (water). Solvent: C(C)(=O)OCC (ethyl acetate), CCCCCC (hexane). Reaction conditions: temperature 140 celsius, time 14 hour. Yields the product BrC1=CC=C(C=C1)C=1C=CC(=NC1C1=CC=C(C=C1)Br)C1=CC=NC=C1 (5,6-bis(4-bromophenyl)-2,4′-bipyridine). As a reaction SMILES: [Br:1][C:2]1[CH:7]=[CH:6][C:5]([C:8]2[N:9]=[C:10]([C:21]3[CH:26]=[CH:25][N:24]=[CH:23][CH:22]=3)N=N[C:13]=2[C:14]2[CH:19]=[CH:18][C:17]([Br:20])=[CH:16][CH:15]=2)=[CH:4][CH:3]=1.[C:27]1(C)C=CC(C)=C[CH:28]=1.C12CC(C=C1)C=C2.O>C(OCC)(=O)C.CCCCCC>[Br:20][C:17]1[CH:18]=[CH:19][C:14]([C:13]2[CH:27]=[CH:28][C:10]([C:21]3[CH:26]=[CH:25][N:24]=[CH:23][CH:22]=3)=[N:9][C:8]=2[C:5]2[CH:6]=[CH:7][C:2]([Br:1])=[CH:3][CH:4]=2)=[CH:15][CH:16]=1. Reported procedure: Into a 100 mL three-neck flask, 2.2 g (4.7 mmol) of 5,6-bis(4-bromophenyl)-3-(4-pyridyl)-1,2,4-triazine, 45 mL of para-xylene, 2.5 mL (23 mmol) of 2,5-Norbornadiene were put, and the solution was stirred at 140° C. for 14 hours under a nitrogen stream. After a certain time, water was added to the solution, and an aqueous layer was extracted with chloroform. The obtained extract was washed with a saturated saline together with the organic layer and then dried over magnesium sulfate. The obtained ... Starting materials: COC(=O)C12OC3CC(CC(C1)C3)C2 (2-Oxa-tricyclo[3.3.1.13,7]decane-1-carboxylic acid methyl ester), [OH-].[Na+] (NaOH). Run in CO.O (methanol water). Conditions: time 3 hour. The product is C12(OC3CC(CC(C1)C3)C2)C(=O)O (2-Oxa-tricyclo[3.3.1.13,7]decane-1-carboxylic acid). Isolated yield 83.6%. As a reaction SMILES: C[O:2][C:3]([C:5]12[CH2:14][CH:9]3[CH2:10][CH:11]([CH2:13][CH:7]([CH2:8]3)[O:6]1)[CH2:12]2)=[O:4].[OH-].[Na+]>CO.O>[C:5]12([C:3]([OH:4])=[O:2])[CH2:14][CH:9]3[CH2:10][CH:11]([CH2:13][CH:7]([CH2:8]3)[O:6]1)[CH2:12]2 |f:1.2,3.4|. Procedure details: To a solution of Example 81A (2.5 g, 12.6 mmol) in methanol/water (1:1, 100 mL) was added 5 N aqueous NaOH (3.8 mL, 19 mmol). The mixture was stirred at room temperature for 3 hours and then extracted with methylene chloride to remove unreacted starting material. The aqueous layer was acidified (pH˜2) with 6 N aqueous HCl and then extracted with methylene chloride. The combined acidic extracts were dried (Na2SO4), filtered and concentrated to afford 1.92 g of the title compound. MS (ESI+) m/z 18... Starting materials: BrC=1C=C2C(=NNC(C2=CC1)=O)Cl (6-bromo-4-chloro-2H-phthalazin-1-one), CN(C)CC=1C=C(CN)C=CC1 (3-dimethylaminomethylbenzylamine), C=1C=CC(=CC1)P(C=2C=CC=CC2)C3=CC=C4C=CC=CC4=C3C5=C6C=CC=CC6=CC=C5P(C=7C=CC=CC7)C=8C=CC=CC8 (rac-BINAP), CC(C)(C)[O-].[Na+] (NaOtBu). The reagents and catalysts are C=1C=CC(=CC1)/C=C/C(=O)/C=C/C2=CC=CC=C2.C=1C=CC(=CC1)/C=C/C(=O)/C=C/C2=CC=CC=C2.C=1C=CC(=CC1)/C=C/C(=O)/C=C/C2=CC=CC=C2.[Pd].[Pd] (Pd2(dba)3). Solvent: CC(=O)N(C)C (DMA), CCOC(=O)C (EtOAc). Yields the product ClC1=NNC(C2=CC=C(C=C12)NCC1=CC(=CC=C1)CN(C)C)=O (4-chloro-6-(3-dimethylaminomethyl-benzylamino)-2H-phthalazin-1-one). Yield: 24.3%. RXN SMILES: Br[C:2]1[CH:3]=[C:4]2[C:9](=[CH:10][CH:11]=1)[C:8](=[O:12])[NH:7][N:6]=[C:5]2[Cl:13].[CH3:14][N:15]([CH2:17][C:18]1[CH:19]=[C:20]([CH:23]=[CH:24][CH:25]=1)[CH2:21][NH2:22])[CH3:16].C1C=CC(P(C2C(C3C(P(C4C=CC=CC=4)C4C=CC=CC=4)=CC=C4C=3C=CC=C4)=C3C(C=CC=C3)=CC=2)C2C=CC=CC=2)=CC=1.CC([O-])(C)C.[Na+]>CC(N(C)C)=O.CCOC(C)=O.C1C=CC(/C=C/C(/C=C/C2C=CC=CC=2)=O)=CC=1.C1C=CC(/C=C/C(/C=C/C2C=CC=CC=2)=O)=CC=1.C1C=CC(/C=C/C(/C=C/C2C=CC=CC=2)=O)=CC=1.[Pd].[Pd]>[Cl:13][C:5]1[C:4]2[C:9](=[CH:10][CH:11]=[C:2]([NH:22][CH2:21][C:20]3[CH:23]=[CH:24][CH:25]=[C:18]([CH2:17][N:15]([CH3:16])[CH3:14])[CH:19]=3)[CH:3]=2)[C:8](=[O:12])[NH:7][N:6]=1 |f:3.4,7.8.9.10.11|. Procedure: A mixture 6-bromo-4-chloro-2H-phthalazin-1-one (156 mg, 0.601 mmol), 3-dimethylaminomethylbenzylamine (110 mg, 0.67 mmol), Pd2(dba)3 (49 mg, 0.0535 mmol), rac-BINAP (108 mg, 0.173 mmol) and NaOtBu (143 mg, 1.488 mmol) in DMA (5 mL) was heated at 85° C. for 1 h. The mixture was allowed to cool, diluted with EtOAc and washed with water. The organic layer was washed with sat.aq. NaHCO3, brine and dried (Na2SO4). Preparatory HPLC afforded 4-chloro-6-(3-dimethylaminomethyl-benzylamino)-2H-phthalazin-... The reactants are FC(C1=CC=C(C=C1)/C=C/C=C/CO)(F)F ((2E,4E)-5-[4-(Trifluoromethyl)phenyl]-2,4-pentadien-1-ol). Reagents/catalysts: [O-2].[O-2].[Mn+4] (manganese dioxide). The product is FC(C1=CC=C(C=C1)/C=C/C=C/C=O)(F)F ((2E,4E)-5-[4-(Trifluoromethyl)phenyl]-2,4-pentadienal). Isolated yield 92.0%. RXN SMILES: [F:1][C:2]([F:16])([F:15])[C:3]1[CH:8]=[CH:7][C:6](/[CH:9]=[CH:10]/[CH:11]=[CH:12]/[CH2:13][OH:14])=[CH:5][CH:4]=1>[O-2].[O-2].[Mn+4]>[F:1][C:2]([F:15])([F:16])[C:3]1[CH:4]=[CH:5][C:6](/[CH:9]=[CH:10]/[CH:11]=[CH:12]/[CH:13]=[O:14])=[CH:7][CH:8]=1 |f:1.2.3|. Procedure details: (2E,4E)-5-[4-(Trifluoromethyl)phenyl]-2,4-pentadien-1-ol was treated with active manganese dioxide in the same manner as in Reference example 22 to obtain the title commound in a yield of 92%. Starting materials: C(C)(=O)N(C1=CC=C(OC)C=C1)C(C(=O)O)C (N-acetyl-2-(p-anisidino)propionic acid), COC1=CC=C(C=C1)NCCCC(=O)OC (methyl 4-(p-anisidino)butyrate). The product is C(C)(=O)N(C1=CC=C(OC)C=C1)C(C(=O)N(C1=CC=C(OC)C=C1)CCCC(=O)OC)C (methyl N-[N-acetyl-2-(p-anisidino)propionyl]-4-(p-anisidino)butyrate). Reaction SMILES: [C:1]([N:4]([CH:13]([CH3:17])[C:14]([OH:16])=O)[C:5]1[CH:12]=[CH:11][C:8]([O:9][CH3:10])=[CH:7][CH:6]=1)(=[O:3])[CH3:2].[CH3:18][O:19][C:20]1[CH:25]=[CH:24][C:23]([NH:26][CH2:27][CH2:28][CH2:29][C:30]([O:32][CH3:33])=[O:31])=[CH:22][CH:21]=1>>[C:1]([N:4]([CH:13]([CH3:17])[C:14]([N:26]([CH2:27][CH2:28][CH2:29][C:30]([O:32][CH3:33])=[O:31])[C:23]1[CH:22]=[CH:21][C:20]([O:19][CH3:18])=[CH:25][CH:24]=1)=[O:16])[C:5]1[CH:6]=[CH:7][C:8]([O:9][CH3:10])=[CH:11][CH:12]=1)(=[O:3])[CH3:2]. Procedure details: Analogously toExample 1, by using equivalent quantities, reacting N-acetyl-2-(p-anisidino)propionic acid and methyl 4-(p-anisidino)butyrate and suitable processing produces methyl N-[N-acetyl-2-(p-anisidino)propionyl]-4-(p-anisidino)butyrate (M.P. 111° to 113°), saponification of which and processing of the reaction produce yields N-[N-acetyl-2-(p-anisidino)propionyl]-4-(p-anisidino)butyric acid (M.P. 155° to 157°). As a reaction SMILES: [CH2:1]([NH:5][C:6]1[CH:7]=[C:8]([CH:12]=[C:13]([S:22](=[O:25])(=[O:24])[NH2:23])[C:14]=1[S:15][C:16]1[CH:21]=[CH:20][CH:19]=[CH:18][CH:17]=1)[C:9]([OH:11])=[O:10])[CH2:2][CH2:3][CH3:4].C(O)(=[O:28])C>OO>[CH2:1]([NH:5][C:6]1[CH:7]=[C:8]([CH:12]=[C:13]([S:22](=[O:24])(=[O:25])[NH2:23])[C:14]=1[S:15]([C:16]1[CH:17]=[CH:18][CH:19]=[CH:20][CH:21]=1)=[O:28])[C:9]([OH:11])=[O:10])[CH2:2][CH2:3][CH3:4]. The reactants are C(CCC)NC=1C=C(C(=O)O)C=C(C1SC1=CC=CC=C1)S(N)(=O)=O (3-n-butylamino-4-phenylthio-5-sulphamyl-benzoic acid), C(C)(=O)O (acetic acid). The solvent is OO (perhydrol). Yields the product C(CCC)NC=1C=C(C(=O)O)C=C(C1S(=O)C1=CC=CC=C1)S(N)(=O)=O (3-n-Butylamino-4-phenylsulphinyl-5-sulphamyl-benzoic acid). Reported procedure: To a suspension of 3-n-butylamino-4-phenylthio-5-sulphamyl-benzoic acid (0.5 g) in acetic acid (5 ml), perhydrol (2.5 ml of 30% hydrogen peroxide in water) was added while stirring. The reaction mixture was stirred for an additional 24 hours at 30°C, after which the 3-n-butylamino-4-phenylsulphinyl-5-sulphamyl-benzoic acid was collected by suction and washed with aqueous acetic acid. After recrystallization from aqueous ethanol, the compound was obtained with a melting point of 203°-204°C (decom...